Dataset: the Open Reaction Database (ORD), a public repository of structured organic reaction records. Task: describe an organic reaction: reactants, conditions, products, and yield The reactants are CNC(=N[N+](=O)[O-])OC, [Cl-], NCc1ccc(Cl)nc1, Cl, [Na+], [Na+], [OH-], O. The product is CNC(=N[N+](=O)[O-])NCc1ccc(Cl)nc1. As a reaction SMILES: [CH3:3][NH:4][C:5]([O:6][CH3:7])=[N:8][N+:9](=[O:10])[O-:11].[Cl-:2].[Cl:14][c:15]1[n:16][cH:17][c:18]([CH2:21][NH2:22])[cH:19][cH:20]1.[ClH:23].[Na+:13].[Na+:1].[OH-:12].[OH2:24]>>[CH3:3][NH:4][C:5](=[N:8][N+:9](=[O:10])[O-:11])[NH:22][CH2:21][c:18]1[cH:17][n:16][c:15]([Cl:14])[cH:20][cH:19]1. Reactants: O=C([O-])[O-], CC(=O)[O-], CC(=O)[O-], CCCS, COC(=O)c1cc(Cl)nc(Cl)c1, CCOCC, Cc1ccccc1, [Cs+], [Cs+], [Pd+2], c1ccc(P(c2ccccc2)c2ccc3ccccc3c2-c2c(P(c3ccccc3)c3ccccc3)ccc3ccccc23)cc1. The product is CCCSc1cc(C(=O)OC)cc(Cl)n1. RXN SMILES: [C:59](=[O:60])([O-:61])[O-:62].[C:74]([O-:75])(=[O:76])[CH3:77].[C:79]([O-:80])(=[O:81])[CH3:82].[CH2:65]([CH2:66][CH3:67])[SH:68].[CH3:1][O:2][C:3]([c:4]1[cH:5][c:6]([Cl:11])[n:7][c:8]([Cl:10])[cH:9]1)=[O:12].[CH3:69][CH2:70][O:71][CH2:72][CH3:73].[CH3:83][c:84]1[cH:85][cH:86][cH:87][cH:88][cH:89]1.[Cs+:63].[Cs+:64].[Pd+2:78].[c:13]1([P:14]([c:15]2[cH:16][cH:17][cH:18][cH:19][cH:20]2)[c:21]2[cH:22][cH:23][c:24]3[c:25]([cH:26][cH:27][cH:28][cH:29]3)[c:30]2-[c:31]2[c:32]3[c:33]([cH:34][cH:35][cH:36][cH:37]3)[cH:38][cH:39][c:40]2[P:41]([c:42]2[cH:43][cH:44][cH:45][cH:46][cH:47]2)[c:48]2[cH:49][cH:50][cH:51][cH:52][cH:53]2)[cH:54][cH:55][cH:56][cH:57][cH:58]1>>[CH3:1][O:2][C:3]([c:4]1[cH:5][c:6]([S:68][CH2:65][CH2:66][CH3:67])[n:7][c:8]([Cl:10])[cH:9]1)=[O:12]. The reactants are [Br-].C(C1=CC=CC=C1)[Zn+] (Benzylzinc bromide), BrC1=CC2=C(C=3C=CC=NC3CC2)C=C1 (8-bromo-5,6-dihydro-benzo[f]quinoline), [NH4+].[Cl-] (NH4Cl). The reagents and catalysts are C=1C=CC(=CC1)[P](C=2C=CC=CC2)(C=3C=CC=CC3)[Pd]([P](C=4C=CC=CC4)(C=5C=CC=CC5)C=6C=CC=CC6)([P](C=7C=CC=CC7)(C=8C=CC=CC8)C=9C=CC=CC9)[P](C=1C=CC=CC1)(C=1C=CC=CC1)C=1C=CC=CC1 (tetrakis(triphenylphosphine)palladium(0)). Run at time 6 hour. Product: C(C1=CC=CC=C1)C1=CC2=C(C=3C=CC=NC3CC2)C=C1 (8-Benzyl-5,6-dihydro-benzo[f]quinoline). Reaction SMILES: [Br-].[CH2:2]([Zn+])[C:3]1[CH:8]=[CH:7][CH:6]=[CH:5][CH:4]=1.Br[C:11]1[CH:24]=[CH:23][C:14]2[C:15]3[CH:16]=[CH:17][CH:18]=[N:19][C:20]=3[CH2:21][CH2:22][C:13]=2[CH:12]=1.[NH4+].[Cl-]>C1C=CC([P]([Pd]([P](C2C=CC=CC=2)(C2C=CC=CC=2)C2C=CC=CC=2)([P](C2C=CC=CC=2)(C2C=CC=CC=2)C2C=CC=CC=2)[P](C2C=CC=CC=2)(C2C=CC=CC=2)C2C=CC=CC=2)(C2C=CC=CC=2)C2C=CC=CC=2)=CC=1>[CH2:2]([C:11]1[CH:24]=[CH:23][C:14]2[C:15]3[CH:16]=[CH:17][CH:18]=[N:19][C:20]=3[CH2:21][CH2:22][C:13]=2[CH:12]=1)[C:3]1[CH:8]=[CH:7][CH:6]=[CH:5][CH:4]=1 |f:0.1,3.4,^1:30,32,51,70|. Procedure details: Benzylzinc bromide (0.5 mol/L in tetrahydrofuran, 7.7 mL) is added to a flask charged with a stir bar, tetrakis(triphenylphosphine)palladium(0) (53 mg), and 8-bromo-5,6-dihydro-benzo[f]quinoline (0.20 g) and kept under argon atmosphere at room temperature. The resulting solution is heated to reflux temperature and stirred at this temperature for 6 h. After cooling the solution to room temperature, aqueous NH4Cl solution is added and the resulting mixture is extracted with ethyl acetate. The comb... Reactants: FC(C(=O)C1=CC(=CC=C1)C(F)(F)F)(F)F (2,2,2-trifluoro-1-[3-(trifluoromethyl)phenyl]ethanone), BrN1C(=O)N(C(=O)C1(C)C)Br (1,3-dibromo-5,5-dimethylhydantoin), ice water. Solvent: C(C)(=O)O (acetic acid), S(O)(O)(=O)=O (sulfuric acid). Reaction conditions: temperature 35 celsius, time 3.5 hour. Yields the product BrC=1C=C(C=C(C1)C(F)(F)F)C(C(F)(F)F)=O (1-[3-Bromo-5-(trifluoromethyl)phenyl]-2,2,2-trifluoroethanone). Isolated yield 163.5%. Reaction SMILES: [F:1][C:2]([F:16])([F:15])[C:3]([C:5]1[CH:10]=[CH:9][CH:8]=[C:7]([C:11]([F:14])([F:13])[F:12])[CH:6]=1)=[O:4].[Br:17]N1C(C)(C)C(=O)N(Br)C1=O>C(O)(=O)C.S(=O)(=O)(O)O>[Br:17][C:9]1[CH:10]=[C:5]([C:3](=[O:4])[C:2]([F:15])([F:16])[F:1])[CH:6]=[C:7]([C:11]([F:12])([F:13])[F:14])[CH:8]=1. Procedure details: To a stirred solution of 2,2,2-trifluoro-1-[3-(trifluoromethyl)phenyl]ethanone (5.00 g) in glacial acetic acid (1.0 mL) and concentrated sulfuric acid (6.0 mL) at 0° C. was added 1,3-dibromo-5,5-dimethylhydantoin (3.54 g). After stirring at 35° C. for 3.5 hours, the reaction mixture was poured into ice-water (60 mL) and extracted with chloroform (30 mL×2). The organic extracts were combined, washed with saturated aqueous sodium hydrogencarbonate solution (50 mL×1) and brine, dried over anhydrous... The reactants are [Cl-].O[NH3+] (hydroxylammonium chloride), C(O)([O-])=O.[Na+] (sodium hydrogencarbonate), N,N′-carbonyldiimidazole, N12CCCCCC2=NCCC1 (1,8-diazabicyclo[5.4.0]undec-7-ene), ClC1=CC=C(S1)C(CN1C(N(C2=C(C1=O)C=C(S2)CC)CC2=CC=C(C=C2)C=2C(=CC=CC2)C#N)=O)=O (4′-{[3-[2-(5-chloro-2-thienyl)-2-oxoethyl]-6-ethyl-2,4-dioxo-3,4-dihydrothieno[2,3-d]pyrimidin-1(2H)-yl]methyl}biphenyl-2-carbonitrile). The solvent is C(Cl)(Cl)Cl (chloroform), CS(=O)C (dimethyl sulfoxide), C(Cl)Cl (methylene chloride), C(Cl)(Cl)Cl (chloroform). Reaction conditions: temperature 40 celsius, time 30 minute. Yields the product ClC1=CC=C(S1)C(CN1C(N(C2=C(C1=O)C=C(S2)CC)CC2=CC=C(C=C2)C2=C(C=CC=C2)C2=NOC(N2)=O)=O)=O (3-[2-(5-chloro-2-thienyl)-2-oxoethyl]-6-ethyl-1-{[2′-(5-oxo-4,5-dihydro-1,2,4-oxadiazol-3-yl)biphenyl-4-yl]methyl}thieno[2,3-d]pyrimidine-2,4(1H,3H)-dione). Isolated yield 36.0%. As a reaction SMILES: [Cl-].O[NH3+].[C:4](=[O:7])([O-])[OH:5].[Na+].[Cl:9][C:10]1[S:14][C:13]([C:15](=[O:45])[CH2:16][N:17]2[C:22](=[O:23])[C:21]3[CH:24]=[C:25]([CH2:27][CH3:28])[S:26][C:20]=3[N:19]([CH2:29][C:30]3[CH:35]=[CH:34][C:33]([C:36]4[C:37]([C:42]#[N:43])=[CH:38][CH:39]=[CH:40][CH:41]=4)=[CH:32][CH:31]=3)[C:18]2=[O:44])=[CH:12][CH:11]=1.[N:46]12CCCN=C1CCCCC2>C(Cl)(Cl)Cl.C(Cl)Cl.CS(C)=O>[Cl:9][C:10]1[S:14][C:13]([C:15](=[O:45])[CH2:16][N:17]2[C:22](=[O:23])[C:21]3[CH:24]=[C:25]([CH2:27][CH3:28])[S:26][C:20]=3[N:19]([CH2:29][C:30]3[CH:35]=[CH:34][C:33]([C:36]4[CH:41]=[CH:40][CH:39]=[CH:38][C:37]=4[C:42]4[NH:46][C:4](=[O:7])[O:5][N:43]=4)=[CH:32][CH:31]=3)[C:18]2=[O:44])=[CH:12][CH:11]=1 |f:0.1,2.3|. Procedure details: A mixture of hydroxylammonium chloride (1.21 g), sodium hydrogencarbonate (1.83 g) and dimethyl sulfoxide (20 mL) was stirred at 40° C. for 30 min, 4′-{[3-[2-(5-chloro-2-thienyl)-2-oxoethyl]-6-ethyl-2,4-dioxo-3,4-dihydrothieno[2,3-d]pyrimidin-1(2H)-yl]methyl}biphenyl-2-carbonitrile (0.79 g) was added, and the mixture was stirred at 90° C. for 16 hr. The reaction mixture was diluted with chloroform, washed successively with water and saturated brine, and dried over anhydrous magnesium sulfate. Th... The reactants are [Si](C)(C)(C(C)(C)C)OC=1C(=NC(=NC1N)C1=NN(C2=NC=CC=C21)CC2=C(C=CC=C2)F)N (5-{[tert-Butyl(dimethyl)silyl]oxy}-2-[1-(2-fluorobenzyl)-1H-pyrazolo[3,4-b]pyridin-3-yl]pyrimidine-4,6-diamine), Cl (hydrochloric acid). Run in O1CCCC1 (tetrahydrofuran). The product is NC1=NC(=NC(=C1O)N)C1=NN(C2=NC=CC=C21)CC2=C(C=CC=C2)F (4,6-Diamino-2-[1-(2-fluorobenzyl)-1H-pyrazolo[3,4-b]pyridin-3-yl]pyrimidin-5-ol). Isolated yield 47.1%. As a reaction SMILES: [Si]([O:8][C:9]1[C:10]([NH2:33])=[N:11][C:12]([C:16]2[C:24]3[C:19](=[N:20][CH:21]=[CH:22][CH:23]=3)[N:18]([CH2:25][C:26]3[CH:31]=[CH:30][CH:29]=[CH:28][C:27]=3[F:32])[N:17]=2)=[N:13][C:14]=1[NH2:15])(C(C)(C)C)(C)C.Cl>O1CCCC1>[NH2:33][C:10]1[C:9]([OH:8])=[C:14]([NH2:15])[N:13]=[C:12]([C:16]2[C:24]3[C:19](=[N:20][CH:21]=[CH:22][CH:23]=3)[N:18]([CH2:25][C:26]3[CH:31]=[CH:30][CH:29]=[CH:28][C:27]=3[F:32])[N:17]=2)[N:11]=1. Procedure details: 447 mg (0.96 mmol) of the compound obtained in example 57A were initially charged in 10 ml of tetrahydrofuran, and 6 ml of 3M hydrochloric acid were added. The next day, the mixture was concentrated to dryness and the residue was stirred with acetonitrile, water and dimethylformamide The precipitate was filtered off and washed with acetonitrile. 159 mg of the title compound were obtained (92% purity; 43% of theory).